From a dataset of the Open Reaction Database (ORD), a public repository of structured organic reaction records. describe an organic reaction: reactants, conditions, products, and yield Reported procedure: 4-Amino-5-chloro-2-methoxy-N-((1-(6-(4-methylbenzylamino)hexyl)-piperidin-4-yl)methyl)benzamide (0.77 g) as starting compound, acetaldehyde (0.1 ml) and sodium cyanoborohydride (0.23 g) were reacted and treated in the same manner as in Example 136 to give 0.42 g of 4-amino-5-chloro-N-((1-(6-(N-ethyl-N-(4-methylbenzyl)amino)hexyl)-piperidin-4-yl)methyl)-2-methoxybenzamide. The reactants are NC1=CC(=C(C(=O)NCC2CCN(CC2)CCCCCCNCC2=CC=C(C=C2)C)C=C1Cl)OC (4-Amino-5-chloro-2-methoxy-N-((1-(6-(4-methylbenzylamino)hexyl)-piperidin-4-yl)methyl)benzamide), C(C)=O (acetaldehyde), C(#N)[BH3-].[Na+] (sodium cyanoborohydride). RXN SMILES: [NH2:1][C:2]1[C:32]([Cl:33])=[CH:31][C:5]([C:6]([NH:8][CH2:9][CH:10]2[CH2:15][CH2:14][N:13]([CH2:16][CH2:17][CH2:18][CH2:19][CH2:20][CH2:21][NH:22][CH2:23][C:24]3[CH:29]=[CH:28][C:27]([CH3:30])=[CH:26][CH:25]=3)[CH2:12][CH2:11]2)=[O:7])=[C:4]([O:34][CH3:35])[CH:3]=1.[CH:36](=O)[CH3:37].C([BH3-])#N.[Na+]>>[NH2:1][C:2]1[C:32]([Cl:33])=[CH:31][C:5]([C:6]([NH:8][CH2:9][CH:10]2[CH2:11][CH2:12][N:13]([CH2:16][CH2:17][CH2:18][CH2:19][CH2:20][CH2:21][N:22]([CH2:36][CH3:37])[CH2:23][C:24]3[CH:25]=[CH:26][C:27]([CH3:30])=[CH:28][CH:29]=3)[CH2:14][CH2:15]2)=[O:7])=[C:4]([O:34][CH3:35])[CH:3]=1 |f:2.3|. Yields the product NC1=CC(=C(C(=O)NCC2CCN(CC2)CCCCCCN(CC2=CC=C(C=C2)C)CC)C=C1Cl)OC (4-amino-5-chloro-N-((1-(6-(N-ethyl-N-(4-methylbenzyl)amino)hexyl)-piperidin-4-yl)methyl)-2-methoxybenzamide). The reactants are CCOC(=O)c1ccc(NC(=O)C(C)C)c([N+](=O)[O-])c1, CCCCCC, CCOC(C)=O, CCO, O=[Pt]. Yields the product CCOC(=O)c1ccc(NC(=O)C(C)C)c(N)c1. RXN SMILES: [CH3:1][CH:2]([C:3](=[O:4])[NH:5][c:6]1[c:7]([N+:17]([O-:18])=[O:19])[cH:8][c:9]([C:10](=[O:11])[O:12][CH2:13][CH3:14])[cH:15][cH:16]1)[CH3:20].[CH3:21][CH2:22][CH2:23][CH2:24][CH2:25][CH3:26].[CH3:27][CH2:28][O:29][C:30](=[O:31])[CH3:32].[CH3:33][CH2:34][OH:35].[Pt:36]=[O:37]>>[CH3:1][CH:2]([C:3](=[O:4])[NH:5][c:6]1[c:7]([NH2:17])[cH:8][c:9]([C:10](=[O:11])[O:12][CH2:13][CH3:14])[cH:15][cH:16]1)[CH3:20]. Reactants: C(CCC)[Li] (butyllithium), BrC=1C=C2C=NN(C2=CC1)CC (5-bromo-1-ethyl-1H-indazole), B(OC(C)C)(OC(C)C)OC(C)C (triisopropyl borate). Run in CCCCCC (hexane), O1CCCC1 (tetrahydrofuran). Run at temperature -10 celsius, time 30 minute. Product: C(C)N1N=CC2=CC(=CC=C12)B(O)O (1-ethyl-1H-indazol-5-ylboronic acid). Isolated yield 88.7%. Reaction SMILES: Br[C:2]1[CH:3]=[C:4]2[C:8](=[CH:9][CH:10]=1)[N:7]([CH2:11][CH3:12])[N:6]=[CH:5]2.C([Li])CCC.[B:18](OC(C)C)([O:23]C(C)C)[O:19]C(C)C>O1CCCC1.CCCCCC>[CH2:11]([N:7]1[C:8]2[C:4](=[CH:3][C:2]([B:18]([OH:23])[OH:19])=[CH:10][CH:9]=2)[CH:5]=[N:6]1)[CH3:12]. Reported procedure: A solution of 5-bromo-1-ethyl-1H-indazole (598 mg, 2.67 mmol) in dry tetrahydrofuran (30 mL) was cooled below −60° C. Then a solution of butyllithium in hexane (2.5 ml, 2.5M) was added dropwise. It was warmed to −10° C. during 45 min and stirred at this temperature for another 30 min. The mixture was cooled again below −60° C. followed by dropwise addition of triisopropyl borate (1.5 g, 7.98 mmol). After warming to room temperature the mixture was quenched with hydrochloric acid (3N) and stirred... The reactants are CN1C(=O)C(O)(c2cc3c(cc2O)OCCO3)c2c(Br)cccc21, CC[SiH](CC)CC, ClCCl, O=C(O)C(F)(F)F. Yields the product CN1C(=O)C(c2cc3c(cc2O)OCCO3)c2c(Br)cccc21. Reaction SMILES: [Br:1][c:2]1[c:3]2[c:7]([cH:8][cH:9][cH:10]1)[N:6]([CH3:11])[C:5](=[O:12])[C:4]2([c:13]1[cH:14][c:15]2[c:16]([cH:21][c:22]1[OH:23])[O:17][CH2:18][CH2:19][O:20]2)[OH:24].[CH2:25]([SiH:26]([CH2:27][CH3:28])[CH2:29][CH3:30])[CH3:31].[Cl:39][CH2:40][Cl:41].[OH:32][C:33]([C:34]([F:35])([F:36])[F:37])=[O:38]>>[Br:1][c:2]1[c:3]2[c:7]([cH:8][cH:9][cH:10]1)[N:6]([CH3:11])[C:5](=[O:12])[CH:4]2[c:13]1[cH:14][c:15]2[c:16]([cH:21][c:22]1[OH:23])[O:17][CH2:18][CH2:19][O:20]2. Starting materials: O=C([O-])O, Cc1cc(NS(=O)(=O)c2ccccc2)cc(C)c1SC[N+](=O)[O-], ClC(Cl)Cl, O=C(OO)c1cccc(Cl)c1, [Na+]. The product is Cc1cc(NS(=O)(=O)c2ccccc2)cc(C)c1S(=O)C[N+](=O)[O-]. Reaction SMILES: [C:35](=[O:36])([OH:37])[O-:38].[CH3:12][c:13]1[cH:14][c:15]([NH:25][S:26](=[O:27])(=[O:28])[c:29]2[cH:30][cH:31][cH:32][cH:33][cH:34]2)[cH:16][c:17]([CH3:24])[c:18]1[S:19][CH2:20][N+:21](=[O:22])[O-:23].[CH:40]([Cl:41])([Cl:42])[Cl:43].[Cl:1][c:2]1[cH:3][cH:4][cH:5][c:6]([C:7]([O:8][OH:10])=[O:9])[cH:11]1.[Na+:39]>>[O:9]=[S:19]([c:18]1[c:13]([CH3:12])[cH:14][c:15]([NH:25][S:26](=[O:27])(=[O:28])[c:29]2[cH:30][cH:31][cH:32][cH:33][cH:34]2)[cH:16][c:17]1[CH3:24])[CH2:20][N+:21](=[O:22])[O-:23]. Procedure: 150 g of formamide are stirred together with 90 mL of 30%ig sodium methylate solution for 8 hours under slight vacuum at 80° C. To the resulting solution of sodium diformylamide there are added 150 g of 4-chloromethylbenzophenone. After 15 hours the suspension originally present has changed to a clear solution which is added to 1l of 10%ig sodium carbonate solution. A solid material precipitates, which is filtered off in vacuo and dried. Reaction SMILES: [CH:1]([NH2:3])=[O:2].C([N-]C=O)=O.[Na+].Cl[CH2:11][C:12]1[CH:25]=[CH:24][C:15]([C:16]([C:18]2[CH:23]=[CH:22][CH:21]=[CH:20][CH:19]=2)=[O:17])=[CH:14][CH:13]=1.C(=O)([O-])[O-].[Na+].[Na+]>C[O-].[Na+]>[CH:1]([NH:3][CH2:11][C:12]1[CH:25]=[CH:24][C:15]([C:16]([C:18]2[CH:23]=[CH:22][CH:21]=[CH:20][CH:19]=2)=[O:17])=[CH:14][CH:13]=1)=[O:2] |f:1.2,4.5.6,7.8|. Product: C(=O)NCC1=CC=C(C(=O)C2=CC=CC=C2)C=C1 (4-(N-formylaminomethyl)benzophenone). Run at time 15 hour. The solvent is C[O-].[Na+] (sodium methylate). Reactants: C(=O)N (formamide), 1l, C([O-])([O-])=O.[Na+].[Na+] (sodium carbonate), C(=O)[N-]C=O.[Na+] (sodium diformylamide), ClCC1=CC=C(C(=O)C2=CC=CC=C2)C=C1 (4-chloromethylbenzophenone). The reactants are Cl.COC=1C(=CC2=C(C(CNCC2)C2=CC=CC=C2)C1)S(N)(=O)=O (8-Methoxy-1-phenyl-7-sulfamoyl-2,3,4,5-tetrahydro-1H-3-benzazepine hydrochloride), Br (hydrobromic acid). Yields the product Br.OC=1C(=CC2=C(C(CNCC2)C2=CC=CC=C2)C1)S(N)(=O)=O (8-hydroxy-1-phenyl-7-sulfamoyl-2,3,4,5-tetrahydro-1H-3-benzazepine hydrobromide). As a reaction SMILES: Cl.C[O:3][C:4]1[C:5]([S:21](=[O:24])(=[O:23])[NH2:22])=[CH:6][C:7]2[CH2:13][CH2:12][NH:11][CH2:10][CH:9]([C:14]3[CH:19]=[CH:18][CH:17]=[CH:16][CH:15]=3)[C:8]=2[CH:20]=1.[BrH:25]>>[BrH:25].[OH:3][C:4]1[C:5]([S:21](=[O:23])(=[O:24])[NH2:22])=[CH:6][C:7]2[CH2:13][CH2:12][NH:11][CH2:10][CH:9]([C:14]3[CH:15]=[CH:16][CH:17]=[CH:18][CH:19]=3)[C:8]=2[CH:20]=1 |f:0.1,3.4|. Procedure: The sulfamoyl compound (3.7 g, 0.01 m) is suspended in 3N hydrochloric acid, heated to reflux for 16 hours and concentrated in vacuo to give 8-methoxy-1-phenyl-7-sulfamoyl-2,3,4,5-tetrahydro-1H-3-benzazepine hydrochloride. 8-Methoxy-1-phenyl-7-sulfamoyl-2,3,4,5-tetrahydro-1H-3-benzazepine hydrochloride (3.7 g, 0.01 m) is dissolved in 48% hydrobromic acid (20 ml), refluxed for 2 hours and concentrated in vacuo to afford 8-hydroxy-1-phenyl-7-sulfamoyl-2,3,4,5-tetrahydro-1H-3-benzazepine hydrobromi... The reactants are FC1=CC=C(C=C1)CC(=O)Cl ((4-fluorophenyl)acetyl chloride), Cl.CN1CCN(CC1)C1=NC(=NC(=C1)C1=CC=C2CCNCC2=C1)N (4-(4-methylpiperazin-1-yl)-6-(1,2,3,4-tetrahydroisoquinolin-7-yl)pyrimidin-2-amine HCl salt). The product is FC1=CC=C(C=C1)CC(=O)N1CC2=CC(=CC=C2CC1)C1=NC(=NC(=C1)N1CCN(CC1)C)N (4-{2-[(4-Fluorophenyl)acetyl]-1,2,3,4-tetrahydroisoquinolin-7-yl}-6-(4-methylpiperazin-1-yl)pyrimidin-2-amine). Reaction SMILES: [F:1][C:2]1[CH:7]=[CH:6][C:5]([CH2:8][C:9](Cl)=[O:10])=[CH:4][CH:3]=1.Cl.[CH3:13][N:14]1[CH2:19][CH2:18][N:17]([C:20]2[CH:25]=[C:24]([C:26]3[CH:35]=[C:34]4[C:29]([CH2:30][CH2:31][NH:32][CH2:33]4)=[CH:28][CH:27]=3)[N:23]=[C:22]([NH2:36])[N:21]=2)[CH2:16][CH2:15]1>>[F:1][C:2]1[CH:7]=[CH:6][C:5]([CH2:8][C:9]([N:32]2[CH2:31][CH2:30][C:29]3[C:34](=[CH:35][C:26]([C:24]4[CH:25]=[C:20]([N:17]5[CH2:16][CH2:15][N:14]([CH3:13])[CH2:19][CH2:18]5)[N:21]=[C:22]([NH2:36])[N:23]=4)=[CH:27][CH:28]=3)[CH2:33]2)=[O:10])=[CH:4][CH:3]=1 |f:1.2|. Reported procedure: This compound was prepared by using procedures analogous to those described for the synthesis of Example 2 starting from (4-fluorophenyl)acetyl chloride (Aldrich, Cat. #466956) and 4-(4-methylpiperazin-1-yl)-6-(1,2,3,4-tetrahydroisoquinolin-7-yl)pyrimidin-2-amine HCl salt. Analytic LCMS (M+H)+: m/z=461.2. Reactants: C1=CC(=CC(=C1)Cl)C(=O)OO (m-CPBA), C(C)(C)(C)OC(=O)N1CCC(CC1)CNC1=NC=C2C(=N1)NN=C2C2=NC(=NC=C2)SC (4-{[3-(2-methylsulfanyl-pyrimidin-4-yl)-1H-pyrazolo[3,4-d]pyrimidin-6-ylamino]-methyl}-piperidine-1-carboxylic acid tert-butyl ester). Run in ClCCl (dichloromethane), CO (methanol). Reaction conditions: time 20 minute. Product: C(C)(C)(C)OC(=O)N1CCC(CC1)CNC1=NC=C2C(=N1)NN=C2C2=NC(=NC=C2)S(=O)C (4-{[3-(2-methanesulfinyl-pyrimidin-4-yl)-1H-pyrazolo[3,4-d]pyrimidin-6-ylamino]-methyl}-piperidine-1-carboxylic acid tert-butyl ester). Reaction SMILES: C1C=C(Cl)C=C(C(OO)=[O:9])C=1.[C:12]([O:16][C:17]([N:19]1[CH2:24][CH2:23][CH:22]([CH2:25][NH:26][C:27]2[N:32]=[C:31]3[NH:33][N:34]=[C:35]([C:36]4[CH:41]=[CH:40][N:39]=[C:38]([S:42][CH3:43])[N:37]=4)[C:30]3=[CH:29][N:28]=2)[CH2:21][CH2:20]1)=[O:18])([CH3:15])([CH3:14])[CH3:13]>ClCCl.CO>[C:12]([O:16][C:17]([N:19]1[CH2:24][CH2:23][CH:22]([CH2:25][NH:26][C:27]2[N:32]=[C:31]3[NH:33][N:34]=[C:35]([C:36]4[CH:41]=[CH:40][N:39]=[C:38]([S:42]([CH3:43])=[O:9])[N:37]=4)[C:30]3=[CH:29][N:28]=2)[CH2:21][CH2:20]1)=[O:18])([CH3:15])([CH3:14])[CH3:13]. Procedure: m-CPBA (339 mg, 1.98 mmol) was added slowly to a solution of 4-{[3-(2-methylsulfanyl-pyrimidin-4-yl)-1H-pyrazolo[3,4-d]pyrimidin-6-ylamino]-methyl}-piperidine-1-carboxylic acid tert-butyl ester (from Example 14 supra) (450 mg, 0.99 mmol) in a mixture of dichloromethane and methanol (80 mL, 1:1). The reaction mixture was stirred at room temperature for 20 minutes. The solvent was then removed under reduced pressure and the solid was purified by column chromatography (silica gel, 15 g, 200-300 mes... Reactants: CN1N=C(C=C1)C=1C=NC=CN1 (3-(1-methyl-1H-pyrazol-3-yl)pyrazine). The reagents and catalysts are [Pt]=O (platinum oxide). Run in CO (methanol). Yields the product CN1N=C(C=C1)C1CNCCN1 (3-(1-methyl-1H-pyrazol-3-yl)piperazine). Reaction SMILES: [CH3:1][N:2]1[CH:6]=[CH:5][C:4]([C:7]2[CH:8]=[N:9][CH:10]=[CH:11][N:12]=2)=[N:3]1>[Pt]=O.CO>[CH3:1][N:2]1[CH:6]=[CH:5][C:4]([CH:7]2[NH:12][CH2:11][CH2:10][NH:9][CH2:8]2)=[N:3]1. Procedure details: A 1.76 g portion of 3-(1-methyl-1H-pyrazol-3-yl)pyrazine and 0.5 g of platinum oxide catalyst in 75 ml of methanol was hydrogenated for 18 hours. The catalyst was removed and the filtrate evaporated, giving 1.8 g of 3-(1-methyl-1H-pyrazol-3-yl)piperazine.